Dataset: the Open Reaction Database (ORD), a public repository of structured organic reaction records. Task: describe an organic reaction: reactants, conditions, products, and yield Starting materials: CC1=NOC(=C1C=1C=C2C(C(NC2=CC1)=O)C1=CC=CC=C1)C (5-(3,5-dimethylisoxazol-4-yl)-3-phenylindolin-2-one), BrCCCO (3-bromopropan-1-ol), [I-].[K+] (potassium iodide), C([O-])([O-])=O.[K+].[K+] (potassium carbonate). Run in C1CCOC1 (THF), C(C)(=O)OCC (ethyl acetate). Conditions: temperature 60 celsius. The product is CC1=NOC(=C1C=1C=C2C(C(NC2=CC1)=O)(C1=CC=CC=C1)CCCO)C (5-(3,5-dimethylisoxazol-4-yl)-3-(3-hydroxypropyl)-3-phenylindolin-2-one). The yield is 40.8%. As a reaction SMILES: [CH3:1][C:2]1[C:6]([C:7]2[CH:8]=[C:9]3[C:13](=[CH:14][CH:15]=2)[NH:12][C:11](=[O:16])[CH:10]3[C:17]2[CH:22]=[CH:21][CH:20]=[CH:19][CH:18]=2)=[C:5]([CH3:23])[O:4][N:3]=1.Br[CH2:25][CH2:26][CH2:27][OH:28].[I-].[K+].C(=O)([O-])[O-].[K+].[K+]>C1COCC1.C(OCC)(=O)C>[CH3:1][C:2]1[C:6]([C:7]2[CH:8]=[C:9]3[C:13](=[CH:14][CH:15]=2)[NH:12][C:11](=[O:16])[C:10]3([CH2:25][CH2:26][CH2:27][OH:28])[C:17]2[CH:18]=[CH:19][CH:20]=[CH:21][CH:22]=2)=[C:5]([CH3:23])[O:4][N:3]=1 |f:2.3,4.5.6|. Reported procedure: A mixture of 5-(3,5-dimethylisoxazol-4-yl)-3-phenylindolin-2-one (1.5 g, 5 mmol), 3-bromopropan-1-ol (1.3 g, 10.0 mmol), potassium iodide (0.16 g, 1 mmol) and potassium carbonate (1.3 g, 10.0 mmol) in THF (50 mL) was heated at 60° C. for 5 hours in a capped pressure tube. The mixture was then cooled to room temperature and diluted with ethyl acetate (20 mL) and extracted with water (2×20 mL) and brine (20 mL). Aqueous layers were back washed with ethyl acetate (20 mL). Organic layers were combin... Starting materials: ClC1=CC(=NC=2N1N=C(C2)C2CC2)NC(C2=CC=C(C=C2)C(C)(C)O)=O (N-(7-chloro-2-cyclopropylpyrazolo[1,5-a]pyrimidin-5-yl)-4-(2-hydroxypropan-2-yl)benzamide), C(C)(=O)N1CCNCCC1 (N-acetylhomopiperazine). Solvent: CN1CCCC1=O (NMP). Product: C(C)(=O)N1CCN(CCC1)C1=CC(=NC=2N1N=C(C2)CC)NC(C2=CC=C(C=C2)C(C)(C)O)=O (N-(7-(4-acetyl-1,4-diazepan-1-yl)-2-ethylpyrazolo[1,5-a]pyrimidin-5-yl)-4-(2-hydroxypropan-2-yl)benzamide). Isolated yield 51.3%. Reaction SMILES: Cl[C:2]1[N:7]2[N:8]=[C:9]([CH:11]3C[CH2:12]3)[CH:10]=[C:6]2[N:5]=[C:4]([NH:14][C:15](=[O:26])[C:16]2[CH:21]=[CH:20][C:19]([C:22]([OH:25])([CH3:24])[CH3:23])=[CH:18][CH:17]=2)[CH:3]=1.[C:27]([N:30]1[CH2:36][CH2:35][CH2:34][NH:33][CH2:32][CH2:31]1)(=[O:29])[CH3:28]>CN1C(=O)CCC1>[C:27]([N:30]1[CH2:36][CH2:35][CH2:34][N:33]([C:2]2[N:7]3[N:8]=[C:9]([CH2:11][CH3:12])[CH:10]=[C:6]3[N:5]=[C:4]([NH:14][C:15](=[O:26])[C:16]3[CH:21]=[CH:20][C:19]([C:22]([OH:25])([CH3:23])[CH3:24])=[CH:18][CH:17]=3)[CH:3]=2)[CH2:32][CH2:31]1)(=[O:29])[CH3:28]. Procedure: In a 2 mL microwave vial was placed N-(7-chloro-2-cyclopropylpyrazolo[1,5-a]pyrimidin-5-yl)-4-(2-hydroxypropan-2-yl)benzamide (2H, 75 mg, 0.21 mmol) and N-acetylhomopiperazine (59 mg, 0.42 mmol). To the sealed vial was then added NMP (2 ml) and the mixture was then heated in the microwave at 120° C. for 30 minutes. After cooling to room temperature, the reaction mixture was partitioned between brine and EtOAc. The aqueous layer was extracted once more with EtOAc, and the combined organic layers ... Starting materials: C1CCOC1, CS(=O)(=O)c1nc(-c2ccc(F)cc2F)c2ccc(=O)n(-c3ccccc3F)c2n1, NCCN. The product is NCCNc1nc(-c2ccc(F)cc2F)c2ccc(=O)n(-c3ccccc3F)c2n1. As a reaction SMILES: [CH2:35]1[O:36][CH2:37][CH2:38][CH2:39]1.[F:1][c:2]1[c:3](-[c:9]2[c:10]3[c:11]([n:12][c:13]([S:15]([CH3:16])(=[O:17])=[O:18])[n:14]2)[n:19](-[c:24]2[c:25]([F:30])[cH:26][cH:27][cH:28][cH:29]2)[c:20](=[O:23])[cH:21][cH:22]3)[cH:4][cH:5][c:6]([F:8])[cH:7]1.[NH2:31][CH2:32][CH2:33][NH2:34]>>[F:1][c:2]1[c:3](-[c:9]2[c:10]3[c:11]([n:12][c:13]([NH:34][CH2:33][CH2:32][NH2:31])[n:14]2)[n:19](-[c:24]2[c:25]([F:30])[cH:26][cH:27][cH:28][cH:29]2)[c:20](=[O:23])[cH:21][cH:22]3)[cH:4][cH:5][c:6]([F:8])[cH:7]1. The reactants are ClC1=NC=NC2=CC(=CC=C12)OC (4-Chloro-7-methoxyquinazoline), C(#C)C=1C=C(N)C=CC1 (3-ethynylaniline). The solvent is C(C)(C)(C)O (tert-butyl alcohol). Product: Cl.C(#C)C=1C=C(C=CC1)NC1=NC=NC2=CC(=CC=C12)OC ((3-Ethynylphenyl)-(7-methoxyquinazolin-4-yl)-amine Hydrochloride). As a reaction SMILES: [Cl:1][C:2]1[C:11]2[C:6](=[CH:7][C:8]([O:12][CH3:13])=[CH:9][CH:10]=2)[N:5]=[CH:4][N:3]=1.[C:14]([C:16]1[CH:17]=[C:18]([CH:20]=[CH:21][CH:22]=1)[NH2:19])#[CH:15]>C(O)(C)(C)C>[ClH:1].[C:14]([C:16]1[CH:17]=[C:18]([NH:19][C:2]2[C:11]3[C:6](=[CH:7][C:8]([O:12][CH3:13])=[CH:9][CH:10]=3)[N:5]=[CH:4][N:3]=2)[CH:20]=[CH:21][CH:22]=1)#[CH:15] |f:3.4|. Procedure: 4-Chloro-7-methoxyquinazoline (274 mg, 3.72 mmol) and 3-ethynylaniline (436 mg, 3.72 mmol) were refluxed in 15 mL of tert-butyl alcohol for 3 hours, cooled and filtered to afford solid title product which was washed with 10 mL of isopropyl alcohol and dried in vacuo at 70° C., 977 mg (84%); mp 229°-231° C. As a reaction SMILES: [Br:21][N:22]1[C:23](=[O:24])[CH2:25][CH2:26][C:27]1=[O:28].[CH3:30][C:31]#[N:32].[OH2:29].[n:1]1[cH:2][c:3]([N:7]2[CH2:8][CH2:9][N:10]([C:14](=[O:15])[O:16][C:17]([CH3:18])([CH3:19])[CH3:20])[CH2:11][CH2:12][CH2:13]2)[cH:4][cH:5][cH:6]1>>[n:1]1[cH:2][c:3]([N:7]2[CH2:8][CH2:9][N:10]([C:14](=[O:15])[O:16][C:17]([CH3:18])([CH3:19])[CH3:20])[CH2:11][CH2:12][CH2:13]2)[cH:4][cH:5][c:6]1[Br:21]. Starting materials: O=C1CCC(=O)N1Br, CC#N, O, CC(C)(C)OC(=O)N1CCCN(c2cccnc2)CC1. Yields the product CC(C)(C)OC(=O)N1CCCN(c2ccc(Br)nc2)CC1. Starting materials: COC1=CC=C(CN2N=CC3=C2N=CC=2CNCCC32)C=C1 (3-(4-methoxy-benzyl)-6,7,8,9-tetrahydro-3H-pyrazolo[3,4-c][2,7]naphthyridine), FC(C(=O)O)(F)F (trifluoroacetic acid), C1(=CC=CC=C1)C (toluene). Product: FC(C(=O)[O-])(F)F.C1=NNC=2N=CC=3C[NH2+]CCC3C21 (6,7,8,9-tetrahydro-3H-pyrazolo[3,4-c][2,7]naphthyridin-7-ium 2,2,2-trifluoroacetate). Reaction SMILES: COC1C=CC(C[N:8]2[C:12]3[N:13]=[CH:14][C:15]4[CH2:16][NH:17][CH2:18][CH2:19][C:20]=4[C:11]=3[CH:10]=[N:9]2)=CC=1.C1(C)C=CC=CC=1.[F:30][C:31]([F:36])([F:35])[C:32]([OH:34])=[O:33]>>[F:30][C:31]([F:36])([F:35])[C:32]([O-:34])=[O:33].[CH:10]1[C:11]2[C:20]3[CH2:19][CH2:18][NH2+:17][CH2:16][C:15]=3[CH:14]=[N:13][C:12]=2[NH:8][N:9]=1 |f:3.4|. Procedure: A solution of 3-(4-methoxy-benzyl)-6,7,8,9-tetrahydro-3H-pyrazolo[3,4-c][2,7]naphthyridine (1.90 g, 6.46 mmol) in trifluoroacetic acid (20 mL) was heated at 65° C. for 16 hours. On completion of the reaction, toluene (10 mL) was added and the reaction mixture evaporated to dryness under reduced pressure to give the desired product as a dark brown gel. The crude product was triturated with 1,4-dioxane. The resulting solid was filtered to give the desired product, 6,7,8,9-tetrahydro-3H-pyrazolo[3,... The reactants are ClCC1=CC(=CC=C1)F (1-(chloromethyl)-3-fluorobenzene), OCC(=O)NC[C@@H](C)OC1=C2C(=NC=NC2=CC=C1)NC1=CC(=C(C=C1)O)C (2-hydroxy-N-[(2R)-2-({4-[(4-hydroxy-3-methylphenyl)amino]quinazolin-5-yl}oxy)propyl]acetamide). The product is FC=1C=C(COC2=C(C=C(C=C2)NC2=NC=NC3=CC=CC(=C23)O[C@@H](CNC(CO)=O)C)C)C=CC1 (N-((2R)-2-{[4-({4-[(3-Fluorobenzyl)oxy]-3-methylphenyl}amino)quinazolin-5-yl]oxy}propyl)-2-hydroxyacetamide). Yield: 25.0%. As a reaction SMILES: Cl[CH2:2][C:3]1[CH:8]=[CH:7][CH:6]=[C:5]([F:9])[CH:4]=1.[OH:10][CH2:11][C:12]([NH:14][CH2:15][C@H:16]([O:18][C:19]1[CH:28]=[CH:27][CH:26]=[C:25]2[C:20]=1[C:21]([NH:29][C:30]1[CH:35]=[CH:34][C:33]([OH:36])=[C:32]([CH3:37])[CH:31]=1)=[N:22][CH:23]=[N:24]2)[CH3:17])=[O:13]>>[F:9][C:5]1[CH:4]=[C:3]([CH:8]=[CH:7][CH:6]=1)[CH2:2][O:36][C:33]1[CH:34]=[CH:35][C:30]([NH:29][C:21]2[C:20]3[C:25](=[CH:26][CH:27]=[CH:28][C:19]=3[O:18][C@H:16]([CH3:17])[CH2:15][NH:14][C:12](=[O:13])[CH2:11][OH:10])[N:24]=[CH:23][N:22]=2)=[CH:31][C:32]=1[CH3:37]. Procedure: The procedure described in Example 3 was repeated using 1-(chloromethyl)-3-fluorobenzene and 2-hydroxy-N-[(2R)-2-({4-[(4-hydroxy-3-methylphenyl)amino]quinazolin-5-yl}oxy)propyl]acetamide (obtained as described in Example 82, preparation of starting materials) to give the title compound as a light yellow solid in 25% yield; NMR spectrum (DMSO-d6) 1.39 (d, 3H), 2.25 (s, 3H), 3.42 (dt, 1H), 3.72 (dt, 1H), 3.81 (d, 2H), 4.94 (m, 1H), 5.17 (s, 2H), 5.47 (t, 1H), 6.99 (d, 1H), 7.16 (td, 1H), 7.22 (d, ... Reactants: tetraC1-5-alkyltin, allyltrialkyltin, C(C)#N (acetonitrile), CCCCCCC (heptane), NC1CCC=2N(C3=C(C=CC=C3C2C1)Br)CC(=O)OCC (ethyl (3-amino-8-bromo-1,2,3,4-tetrahydro-9H-carbazol-9-yl)-acetate), 2c. Reagents/catalysts: C=1C=CC(=CC1)[P](C=2C=CC=CC2)(C=3C=CC=CC3)[Pd]([P](C=4C=CC=CC4)(C=5C=CC=CC5)C=6C=CC=CC6)([P](C=7C=CC=CC7)(C=8C=CC=CC8)C=9C=CC=CC9)[P](C=1C=CC=CC1)(C=1C=CC=CC1)C=1C=CC=CC1 (Pd(PPh3)4). The solvent is CN(C)C=O (DMF). The product is ethyl (3-amino-8-C1-5-alkyl-1,2,3,4-tetrahydro-9H-carbazol-9-yl)-acetate, NC1CCC=2N(C3=C(C=CC=C3C2C1)CC=C)CC(=O)OCC (ethyl (3-amino-8-allyl-1,2,3,4-tetrahydro-9H-carbazol-9-yl)-acetate). Reaction SMILES: [NH2:1][CH:2]1[CH2:14][C:13]2[C:12]3[C:7](=[C:8](Br)[CH:9]=[CH:10][CH:11]=3)[N:6]([CH2:16][C:17]([O:19][CH2:20][CH3:21])=[O:18])[C:5]=2[CH2:4][CH2:3]1.C(#N)C.[CH3:25][CH2:26][CH2:27]CCCC>CN(C=O)C.C1C=CC([P]([Pd]([P](C2C=CC=CC=2)(C2C=CC=CC=2)C2C=CC=CC=2)([P](C2C=CC=CC=2)(C2C=CC=CC=2)C2C=CC=CC=2)[P](C2C=CC=CC=2)(C2C=CC=CC=2)C2C=CC=CC=2)(C2C=CC=CC=2)C2C=CC=CC=2)=CC=1>[NH2:1][CH:2]1[CH2:14][C:13]2[C:12]3[C:7](=[C:8]([CH2:27][CH:26]=[CH2:25])[CH:9]=[CH:10][CH:11]=3)[N:6]([CH2:16][C:17]([O:19][CH2:20][CH3:21])=[O:18])[C:5]=2[CH2:4][CH2:3]1 |^1:40,42,61,80|. Reported procedure: To a stirred and degassed solution of an appropriately protected ethyl (3-amino-8-bromo-1,2,3,4-tetrahydro-9H-carbazol-9-yl)-acetate derivative of Structure 2c (0.2 mmol) and Pd(PPh3)4 (0.02 mmol, 0.1 eq.) in dry DMF (1.5 ml) is added under inert atmosphere the appropriate tetraC1-5-alkyltin or allyltrialkyltin, respectively (0.22 mmol, 1.1 eq.). The reaction mixture is allowed to stir overnight at 110° C. After cooling to rt, acetonitrile (1 ml) and heptane (1 ml) are added. The acetonitrile-DM...